From a dataset of the Open Reaction Database (ORD), a public repository of structured organic reaction records. describe an organic reaction: reactants, conditions, products, and yield Starting materials: CO, Cc1oc(-c2ccc(C(F)(F)F)cc2)nc1CCl, [N-]=[N+]=[N-], [Na+], O. Product: Cc1oc(-c2ccc(C(F)(F)F)cc2)nc1CN=[N+]=[N-]. As a reaction SMILES: [CH3:23][OH:24].[Cl:1][CH2:2][c:3]1[n:4][c:5](-[c:9]2[cH:10][cH:11][c:12]([C:15]([F:16])([F:17])[F:18])[cH:13][cH:14]2)[o:6][c:7]1[CH3:8].[N-:20]=[N+:21]=[N-:22].[Na+:19].[OH2:25]>>[CH2:2]([c:3]1[n:4][c:5](-[c:9]2[cH:10][cH:11][c:12]([C:15]([F:16])([F:17])[F:18])[cH:13][cH:14]2)[o:6][c:7]1[CH3:8])[N:20]=[N+:21]=[N-:22]. Starting materials: FC1=C(C=CC=C1C(F)(F)F)N (2-Fluoro-3-trifluoromethyl-phenylamine), ClC1=CC=C(C=C1)N1N=CC(=C1C(F)(F)F)C(=O)Cl (1-(4-chloro-phenyl)-5-trifluoromethyl-1H-pyrazole-4-carbonyl chloride), CCN(C(C)C)C(C)C (DIEA). Run in C(C)#N (acetonitrile). Conditions: time 12 hour. Product: FC1=C(C=CC=C1C(F)(F)F)NC(=O)C=1C=NN(C1C(F)(F)F)C1=CC=C(C=C1)Cl (1-(4-chloro-phenyl)-5-trifluoromethyl-1H-pyrazole-4-carboxylic acid (2-fluoro-3-trifluoromethyl-phenyl)-amide). As a reaction SMILES: [F:1][C:2]1[C:7]([C:8]([F:11])([F:10])[F:9])=[CH:6][CH:5]=[CH:4][C:3]=1[NH2:12].[Cl:13][C:14]1[CH:19]=[CH:18][C:17]([N:20]2[C:24]([C:25]([F:28])([F:27])[F:26])=[C:23]([C:29](Cl)=[O:30])[CH:22]=[N:21]2)=[CH:16][CH:15]=1.CCN(C(C)C)C(C)C>C(#N)C>[F:1][C:2]1[C:7]([C:8]([F:10])([F:11])[F:9])=[CH:6][CH:5]=[CH:4][C:3]=1[NH:12][C:29]([C:23]1[CH:22]=[N:21][N:20]([C:17]2[CH:18]=[CH:19][C:14]([Cl:13])=[CH:15][CH:16]=2)[C:24]=1[C:25]([F:28])([F:26])[F:27])=[O:30]. Procedure details: 2-Fluoro-3-trifluoromethyl-phenylamine (0.007 g; 0.039 mmol) was added to a suspension of 1-(4-chloro-phenyl)-5-trifluoromethyl-1H-pyrazole-4-carbonyl chloride (0.010 g; 0.032 mmol) and PS-DIEA (0.1 g) in acetonitrile (2 mL). The reaction mixture was shaken at room temperature for 12 h at which time PS-TSCl (0.2 g) high loading was added to remove the excess amine. After an additional 12 h of shaking, the reaction mixture was filtered and concentrated to give 1-(4-chloro-phenyl)-5-trifluoromethy... Reactants: C(C(C)C)=O (isobutyraldehyde), NCCC(O)CN (AEEA), NCCC(O)CN (aminoethylethanolamine), C(C(C)C)=O (Isobutyraldehyde). Yields the product C(C(C)C)=O.NCCC(O)CN (isobutyraldehyde AEEA). Reaction SMILES: [CH:1](=[O:5])[CH:2]([CH3:4])[CH3:3].[NH2:6][CH2:7][CH2:8][CH:9]([CH2:11][NH2:12])[OH:10]>>[CH:1](=[O:5])[CH:2]([CH3:4])[CH3:3].[NH2:6][CH2:7][CH2:8][CH:9]([CH2:11][NH2:12])[OH:10] |f:2.3|. Procedure: In a typical experiment, isobutyraldehyde and aminoethylethanolamine (AEEA) were pumped separately from weighed feed tanks using adjustable metering pumps. Isobutyraldehyde was pumped at a rate of 0.29 lb/hr and AEEA at a rate of 0.37 lb/hr, giving an isobutyraldehyde/AEEA feed mole ratio of approximately 1.10/1 and a liquid hourly space velocity of 0.5 g total liquid feed/hr/ml catalyst. The two liquid feeds were brought together and allowed to react in a 6-foot coil of 1/4-inch tubing before e... Starting materials: ClC1=NC=C(C(=N1)Cl)I (2,4-dichloro-5-iodo-pyrimidine), N1(C=NC=C1)CCCN (3-imidazol-1-yl-propylamine), CC1(OB(OC1(C)C)C=1SC=CC1)C (4,4,5,5-tetramethyl-2-(2-thienyl)-1,3,2-dioxaborolane). Yields the product ClC1=NC=C(C(=N1)C(CCN)N1C=NC=C1)C=1SC=CC1 (3(2-chloro-5-thiophen-2-yl-pyrimidine-4-yl)-(3-imidazol-1-yl-propyl)-amine). Procedure: Preparation according to procedures 2 and 3 with the use of 2,4-dichloro-5-iodo-pyrimidine, 3-imidazol-1-yl-propylamine and 4,4,5,5-tetramethyl-2-(2-thienyl)-1,3,2-dioxaborolane. As a reaction SMILES: [Cl:1][C:2]1[N:7]=[C:6](Cl)[C:5](I)=[CH:4][N:3]=1.[N:10]1([CH2:15][CH2:16][CH2:17][NH2:18])[CH:14]=[CH:13][N:12]=[CH:11]1.CC1(C)C(C)(C)OB([C:27]2[S:28][CH:29]=[CH:30][CH:31]=2)O1>>[Cl:1][C:2]1[N:7]=[C:6]([CH:15]([N:10]2[CH:14]=[CH:13][N:12]=[CH:11]2)[CH2:16][CH2:17][NH2:18])[C:5]([C:27]2[S:28][CH:29]=[CH:30][CH:31]=2)=[CH:4][N:3]=1.